describe an organic reaction: reactants, conditions, products, and yield From a dataset of the Open Reaction Database (ORD), a public repository of structured organic reaction records. The reactants are N[C@@H]1[C@@H](CCCC1)NC1=NC=C(C(=N1)NC1=CC=C(C=C1)C1=CC=NO1)C(=O)N (2-((1R,2S)-2-aminocyclohexylamino)-4-(4-(isoxazol-5-yl)phenylamino)pyrimidine-5-carboxamide), COC=1C=C(N)C=CC1C1=CN=CO1 (3-methoxy-4-(oxazol-5-yl)aniline). Product: N[C@@H]1[C@@H](CCCC1)NC1=NC=C(C(=N1)NC1=CC(=C(C=C1)C1=CN=CO1)OC)C(=O)N (2-((1R,2S)-2-aminocyclohexylamino)-4-(3-methoxy-4-(oxazol-5-yl)phenylamino) pyrimidine-5-carboxamide). Reaction SMILES: [NH2:1][C@H:2]1[CH2:7][CH2:6][CH2:5][CH2:4][C@H:3]1[NH:8][C:9]1[N:14]=[C:13](NC2C=CC(C3ON=CC=3)=CC=2)[C:12]([C:27]([NH2:29])=[O:28])=[CH:11][N:10]=1.[CH3:30][O:31][C:32]1[CH:33]=[C:34]([CH:36]=[CH:37][C:38]=1[C:39]1[O:43][CH:42]=[N:41][CH:40]=1)[NH2:35]>>[NH2:1][C@H:2]1[CH2:7][CH2:6][CH2:5][CH2:4][C@H:3]1[NH:8][C:9]1[N:14]=[C:13]([NH:35][C:34]2[CH:36]=[CH:37][C:38]([C:39]3[O:43][CH:42]=[N:41][CH:40]=3)=[C:32]([O:31][CH3:30])[CH:33]=2)[C:12]([C:27]([NH2:29])=[O:28])=[CH:11][N:10]=1. Procedure details: This compound was synthesised using the synthetic scheme described for the synthesis of compound 122, and using 3-methoxy-4-(oxazol-5-yl)aniline in step 1. MS: 424.5 (M+H). Reactants: ClCC=1C(=NC=CC1)SC(C)C (3-Chloromethyl-2-isopropylsulfanyl-pyridine), C(C)OC(=O)C1C(C1)C1=CC(=C(C=C1)O)Cl (2-(3-chloro-4-hydroxy-phenyl)-cyclopropane carboxylic acid ethyl ester). The product is ClC=1C=C(C=CC1OCC=1C(=NC=CC1)SC(C)C)C1C(C1)C(=O)O (2-[3-chloro-4-(2-isopropylsulfanyl-pyridin-3-ylmethoxy)-phenyl]-cyclopropane carboxylic acid). The yield is 69.5%. Reaction SMILES: Cl[CH2:2][C:3]1[C:4]([S:9][CH:10]([CH3:12])[CH3:11])=[N:5][CH:6]=[CH:7][CH:8]=1.C([O:15][C:16]([CH:18]1[CH2:20][CH:19]1[C:21]1[CH:26]=[CH:25][C:24]([OH:27])=[C:23]([Cl:28])[CH:22]=1)=[O:17])C>>[Cl:28][C:23]1[CH:22]=[C:21]([CH:19]2[CH2:20][CH:18]2[C:16]([OH:17])=[O:15])[CH:26]=[CH:25][C:24]=1[O:27][CH2:2][C:3]1[C:4]([S:9][CH:10]([CH3:12])[CH3:11])=[N:5][CH:6]=[CH:7][CH:8]=1. Procedure: 3-Chloromethyl-2-isopropylsulfanyl-pyridine (33 mg, 0.16 mmol) obtained in Step C of Preparation Example 1 and 2-(3-chloro-4-hydroxy-phenyl)-cyclopropane carboxylic acid ethyl ester (43 mg, 0.17 mmol) obtained in Step B of Preparation Example 47 were used to react sequentially in the same manner as in Steps A and B of Example 1 to obtain the title compound (42 mg, 80%). Reactants: C[O-].[Na+] (sodium methylate), C([O-])(O)=O.[Na+] (sodium bicarbonate), C(CCCCC(=O)[O-])(=O)OC (monomethyl adipate). Product: C(CCCCC(=O)O)(=O)O (adipic acid). Reaction SMILES: C[O-].[Na+].C(=O)(O)[O-].[Na+].[C:9]([O:18]C)(=[O:17])[CH2:10][CH2:11][CH2:12][CH2:13][C:14]([O-:16])=[O:15]>>[C:9]([OH:18])(=[O:17])[CH2:10][CH2:11][CH2:12][CH2:13][C:14]([OH:16])=[O:15] |f:0.1,2.3|. Procedure details: The electrolytic condensation was conducted in the same manner as described in Example 2 except for changing the neutral salt group from sodium methylate to sodium bicarbonate by using monomethyl adipate obtained by the half esterification of adipic acid. Electrolytic cell voltage was 7.8 volts. Current efficiency was 67.0% and material yield was 79.8%. The product is ClC(=C(C=O)C1=CC=CC=C1)C(F)(F)F (3-chloro-4,4,4-trifluoro-2-phenyl-but-2-enal). Run at temperature 45 celsius, time 18 hour. The solvent is Na acetate, O (water). Reactants: CN(C)C=O (DMF), O=P(Cl)(Cl)Cl (phosphoroxychloride), FC(C(CC1=CC=CC=C1)=O)(F)F (1,1,1-trifluoro-3-phenyl-propan-2-one). Reaction SMILES: CN([CH:4]=[O:5])C.O=P(Cl)(Cl)[Cl:8].[F:11][C:12]([F:23])([F:22])[C:13](=O)[CH2:14][C:15]1[CH:20]=[CH:19][CH:18]=[CH:17][CH:16]=1>O>[Cl:8][C:13]([C:12]([F:23])([F:22])[F:11])=[C:14]([C:15]1[CH:20]=[CH:19][CH:18]=[CH:17][CH:16]=1)[CH:4]=[O:5]. Reported procedure: At 0° C., DMF (4.3 mL) is carefully treated with phosphoroxychloride (2.8 mL) and the mixture is stirred at rt for 20 min before 1,1,1-trifluoro-3-phenyl-propan-2-one (1.55 mL, 10 mmol) is slowly added. The reaction mixture is stirred for 2 h at 45° C. and 18 h at rt, diluted with sat. aq. Na-acetate solution (20 mL) and water (40 mL) and extracted with diethyl ether. The organic phase is separated, washed with sat. aq. NaHCO3-solution, dried over Na2SO4 and evaporated to give 3-chloro-4,4,4-tri... Starting materials: NN1C(C2=CC=CC=C2C(=N1)C1=CC=C(C=C1)C(C)C)=O (2-amino-4-(4-isopropylphenyl)phthalazin-1(2H)-one), FC=1C=C(C=C(C1)F)CC(=O)O (2-(3,5-difluorophenyl)acetic acid). Product: FC=1C=C(C=C(C1)F)CC(=O)NN1C(C2=CC=CC=C2C(=N1)C1=CC=C(C=C1)C(C)C)=O (2-(3,5-difluorophenyl)-N-[4-(4-isopropylphenyl)-1-oxophthalazin-2(1H)-yl]acetamide). As a reaction SMILES: [NH2:1][N:2]1[N:11]=[C:10]([C:12]2[CH:17]=[CH:16][C:15]([CH:18]([CH3:20])[CH3:19])=[CH:14][CH:13]=2)[C:9]2[C:4](=[CH:5][CH:6]=[CH:7][CH:8]=2)[C:3]1=[O:21].[F:22][C:23]1[CH:24]=[C:25]([CH2:30][C:31](O)=[O:32])[CH:26]=[C:27]([F:29])[CH:28]=1>>[F:22][C:23]1[CH:24]=[C:25]([CH2:30][C:31]([NH:1][N:2]2[N:11]=[C:10]([C:12]3[CH:13]=[CH:14][C:15]([CH:18]([CH3:19])[CH3:20])=[CH:16][CH:17]=3)[C:9]3[C:4](=[CH:5][CH:6]=[CH:7][CH:8]=3)[C:3]2=[O:21])=[O:32])[CH:26]=[C:27]([F:29])[CH:28]=1. Procedure details: The product of Example 168A and 2-(3,5-difluorophenyl)acetic acid were treated using a method similar to that described in Example 17C to give the title compound. 1H NMR (400 MHz, DMSO-d6) δ ppm 11.70-11.81 (m, 1H), 8.40-8.42 (m, 1H), 7.89-8.03 (m, 2H), 7.75-7.78 (m, 1H), 7.51-7.53 (m, 2H), 7.43-7.46 (m, 2H), 7.07-7.22 (m, 3H), 3.77 (s, 2H), 2.94-3.07 (m, 1H), 1.27 (d, J=6.9 Hz, 6H); MS (APCI+) M/Z 434 (M+H)+. Reagents/catalysts: [Fe] (Fe). Yields the product NC1=C(C=CC(=C1)OCC1=C(C=CC(=C1)F)F)SC1=CC=C(C=C1)O (4-[2-Amino-4-(2,5-difluoro-benzyloxy)-phenylsulfanyl]-phenol). Procedure: The product from Example 234c (1.70 g, 4.2 mmol) was reacted with Fe and NH4Cl as described in Example 10E to give the title compound (1.3 g, 84%). Reactants: FC1=C(COC2=CC(=C(C=C2)SC2=CC=C(C=C2)O)[N+](=O)[O-])C=C(C=C1)F (4-[4-(2,5-Difluoro-benzyloxy)-2-nitro-phenylsulfanyl]-phenol), [NH4+].[Cl-] (NH4Cl). Isolated yield 86.1%. Reaction SMILES: [F:1][C:2]1[CH:26]=[CH:25][C:24]([F:27])=[CH:23][C:3]=1[CH2:4][O:5][C:6]1[CH:11]=[CH:10][C:9]([S:12][C:13]2[CH:18]=[CH:17][C:16]([OH:19])=[CH:15][CH:14]=2)=[C:8]([N+:20]([O-])=O)[CH:7]=1.[NH4+].[Cl-]>[Fe]>[NH2:20][C:8]1[CH:7]=[C:6]([O:5][CH2:4][C:3]2[CH:23]=[C:24]([F:27])[CH:25]=[CH:26][C:2]=2[F:1])[CH:11]=[CH:10][C:9]=1[S:12][C:13]1[CH:18]=[CH:17][C:16]([OH:19])=[CH:15][CH:14]=1 |f:1.2|. As a reaction SMILES: [C:1](#[N:2])[c:3]1[c:4](-[n:13]2[cH:14][cH:15][c:16](=[O:19])[cH:17][cH:18]2)[cH:5][c:6]([NH2:7])[c:8]([N+:10]([O-:11])=[O:12])[cH:9]1.[CH3:23][CH2:24][OH:25].[ClH:21].[Fe:22].[OH2:20]>>[C:1](#[N:2])[c:3]1[c:4](-[n:13]2[cH:14][cH:15][c:16](=[O:19])[cH:17][cH:18]2)[cH:5][c:6]([NH2:7])[c:8]([NH2:10])[cH:9]1. Product: N#Cc1cc(N)c(N)cc1-n1ccc(=O)cc1. The reactants are N#Cc1cc([N+](=O)[O-])c(N)cc1-n1ccc(=O)cc1, CCO, Cl, [Fe], O.